From a dataset of the Open Reaction Database (ORD), a public repository of structured organic reaction records. describe an organic reaction: reactants, conditions, products, and yield The reactants are Br[Si](C)(C)C (Bromotrimethylsilane), C(C)(C)N(C1=NC(N(C=N1)C[C@@H](CO)OCP(=O)(O)O)=O)C(C)C (diisopropyl(S)-1-[3-Hydroxy-2-(phosphonomethoxy)propyl]-5-azacytosine). The solvent is C(C)#N (acetonitrile). Run at time 20 hour. Yields the product OC[C@H](CN1C(=O)N=C(N)N=C1)OCP(=O)(O)O ((S)-1-[3-hydroxy-2-(phosphonomethoxy)propyl]-5-azacytosine). RXN SMILES: Br[Si](C)(C)C.C([N:9](C(C)C)[C:10]1[N:15]=[CH:14][N:13]([CH2:16][C@H:17]([O:20][CH2:21][P:22]([OH:25])([OH:24])=[O:23])[CH2:18][OH:19])[C:12](=[O:26])[N:11]=1)(C)C>C(#N)C>[OH:19][CH2:18][C@@H:17]([O:20][CH2:21][P:22]([OH:24])([OH:25])=[O:23])[CH2:16][N:13]1[CH:14]=[N:15][C:10]([NH2:9])=[N:11][C:12]1=[O:26]. Procedure details: Bromotrimethylsilane (4.7 ml, 35 mmol) was added to a solution of 9 (1.34 g, 3.13 mmol) in acetonitrile (30 ml) and the mixture was set aside at ambient temperature for 20 h. The mixture was evaporated at 30° C., the residue coevaporated with acetonitrile (2×30 ml) and 90% aqueous methanol (50 ml) was added. The solution was neutralized with 1 M triethylammonium hydrogencarbonate to pH 7 and evaporated. The residue was partitioned between water (100 ml) and ether (100 ml), an aqueous layer evapo...